This data is from the Open Reaction Database (ORD), a public repository of structured organic reaction records. The task is: describe an organic reaction: reactants, conditions, products, and yield Reactants: C(C)OC(=O)C1=C(N(C2=CC=C(C=C12)O)C1=CC=C(C=C1)N1CCOCC1)CC(=O)OCC (2-Ethoxycarbonylmethyl-5-hydroxy-1-(4-morpholin-4-yl-phenyl)indole-3-carboxylic acid ethyl ester), FC(C1=CC=C(C=C1)B(O)O)(F)F (4-trifluoromethylphenylboronic acid). Yields the product C(C)OC(=O)C1=C(N(C2=CC=C(C=C12)OC1=CC=C(C=C1)C(F)(F)F)C1=CC=C(C=C1)N1CCOCC1)CC(=O)OCC (2-Ethoxycarbonylmethyl-1-(4-morpholin-4-ylphenyl)-5-(4-trifluoromethylphenoxy)indole-3-carboxylic acid ethyl ester). RXN SMILES: [CH2:1]([O:3][C:4]([C:6]1[C:14]2[C:9](=[CH:10][CH:11]=[C:12]([OH:15])[CH:13]=2)[N:8]([C:16]2[CH:21]=[CH:20][C:19]([N:22]3[CH2:27][CH2:26][O:25][CH2:24][CH2:23]3)=[CH:18][CH:17]=2)[C:7]=1[CH2:28][C:29]([O:31][CH2:32][CH3:33])=[O:30])=[O:5])[CH3:2].[F:34][C:35]([F:46])([F:45])[C:36]1[CH:41]=[CH:40][C:39](B(O)O)=[CH:38][CH:37]=1>>[CH2:1]([O:3][C:4]([C:6]1[C:14]2[C:9](=[CH:10][CH:11]=[C:12]([O:15][C:39]3[CH:40]=[CH:41][C:36]([C:35]([F:46])([F:45])[F:34])=[CH:37][CH:38]=3)[CH:13]=2)[N:8]([C:16]2[CH:17]=[CH:18][C:19]([N:22]3[CH2:27][CH2:26][O:25][CH2:24][CH2:23]3)=[CH:20][CH:21]=2)[C:7]=1[CH2:28][C:29]([O:31][CH2:32][CH3:33])=[O:30])=[O:5])[CH3:2]. Procedure details: The sub-title compound was prepared in accordance with step (c) Example 1 from 2-ethoxycarbonylmethyl-5-hydroxy-1-(4-morpholin-4-yl-phenyl)indole-3-carboxylic acid ethyl ester (158 mg, 0.35 mmol, see step (b) Example 15) and 4-trifluoromethylphenylboronic acid (100 mg, 0.53 mmol). Yield 120 mg (57%). Starting materials: Cc1cc(CCCCCBr)on1, CC#N, [K+], [OH-], O=Cc1ccc(O)cc1. As a reaction SMILES: [Br:10][CH2:11][CH2:12][CH2:13][CH2:14][CH2:15][c:16]1[cH:17][c:18]([CH3:21])[n:19][o:20]1.[CH3:24][C:25]#[N:26].[K+:23].[OH-:22].[OH:1][c:2]1[cH:3][cH:4][c:5]([CH:6]=[O:7])[cH:8][cH:9]1>>[O:1]([c:2]1[cH:3][cH:4][c:5]([CH:6]=[O:7])[cH:8][cH:9]1)[CH2:11][CH2:12][CH2:13][CH2:14][CH2:15][c:16]1[cH:17][c:18]([CH3:21])[n:19][o:20]1. Product: Cc1cc(CCCCCOc2ccc(C=O)cc2)on1. The reactants are [OH-].[K+] (potassium hydroxide), N1=C(Cl)N=C(Cl)N=C1Cl (cyanuric chloride), C(CCCCCCC)N (n-octylamine), ice water. The solvent is CC(=O)C (acetone). Conditions: temperature 40 celsius, time 1 hour. Product: C(CCCCCCC)NC1=NC(=NC(=N1)Cl)NCCCCCCCC (2,6-di-n-octylamino-4-chloro-1,3,5-triazine). Isolated yield 64.9%. RXN SMILES: [N:1]1[C:8]([Cl:9])=[N:7][C:5](Cl)=[N:4][C:2]=1Cl.[CH2:10]([NH2:18])[CH2:11][CH2:12][CH2:13][CH2:14][CH2:15][CH2:16][CH3:17].[OH-].[K+]>CC(C)=O>[CH2:10]([NH:18][C:2]1[N:1]=[C:8]([Cl:9])[N:7]=[C:5]([NH:18][CH2:10][CH2:11][CH2:12][CH2:13][CH2:14][CH2:15][CH2:16][CH3:17])[N:4]=1)[CH2:11][CH2:12][CH2:13][CH2:14][CH2:15][CH2:16][CH3:17] |f:2.3|. Procedure: 37 g (0.2 mol) of cyanuric chloride was dissolved in 80 ml of hot acetone and the solution was rapidly added to 120 ml of ice water (crushed ice:water=1:1) with vigorous stirring. The temperature reached 0° to 5° C. 56.8 g (0.44 mol) of n-octylamine was gradually added dropwise while maintaining the temperature at 10° C. or below. Then, the temperature was raised to 40° C. by heating and the mixture was heated on a water bath for 1 hour. Since the pH of the reaction solution turned into the acid... Starting materials: ClC1=NC=CN=C1Cl (2,3-dichloropyrazine), N1CCNCC1 (piperazine), C(=O)([O-])[O-].[K+].[K+] (K2CO3). The solvent is C(C)#N (acetonitrile), C(Cl)Cl (CH2Cl2). Run at temperature 110 celsius, time 1.25 hour. Yields the product ClC1=NC=CN=C1N1CCNCC1 (2-Chloro-3-(1-piperazinyl)pyrazine). The yield is 40.7%. As a reaction SMILES: Cl[C:2]1[C:7]([Cl:8])=[N:6][CH:5]=[CH:4][N:3]=1.[NH:9]1[CH2:14][CH2:13][NH:12][CH2:11][CH2:10]1.C([O-])([O-])=O.[K+].[K+]>C(#N)C.C(Cl)Cl>[Cl:8][C:7]1[C:2]([N:9]2[CH2:14][CH2:13][NH:12][CH2:11][CH2:10]2)=[N:3][CH:4]=[CH:5][N:6]=1 |f:2.3.4|. Procedure: A mixture of 2,3-dichloropyrazine (1.35 g, 15.32 mmol), piperazine (2.34 g, 27.2 mmol) and K2CO3 (1.25 g, 9.04 mmol) in acetonitrile (5.5 mL) was stirred at 110° C. for 1.25 h in a sealed tube. The reaction mixture was diluted with CH2Cl2, filtered, and concentrated to give a yellowish semisolid residue which was purified by chromatography on silica gel using CHCl3/MeOH (9:1) as eluent. The obtained solid was redissolved in CHCl3 and applied to a short (3 cm) plug of alumina. Elution with ether/... The reactants are C#C[Si](C)(C)C, CS(=O)(=O)OC1CCC2(CC1)OCCO2, [H-], [Na+], C1CCOC1. Yields the product C[Si](C)(C)C#CC1CCC2(CC1)OCCO2. As a reaction SMILES: [CH3:3][Si:4]([CH3:5])([CH3:6])[C:7]#[CH:8].[CH3:9][S:10]([O:11][CH:14]1[CH2:15][CH2:16][C:17]2([O:18][CH2:19][CH2:20][O:21]2)[CH2:22][CH2:23]1)(=[O:12])=[O:13].[H-:1].[Na+:2].[O:24]1[CH2:25][CH2:26][CH2:27][CH2:28]1>>[CH3:3][Si:4]([CH3:5])([CH3:6])[C:7]#[C:8][CH:14]1[CH2:15][CH2:16][C:17]2([O:18][CH2:19][CH2:20][O:21]2)[CH2:22][CH2:23]1. Reactants: [BH3-]C#N, CC(C)(C)OC(=O)N1CCC(N)C(O)C1, CC(=O)O, CCO, O=Cc1ccccc1, [Na+]. The product is CC(C)(C)OC(=O)N1CCC(NCc2ccccc2)C(O)C1. As a reaction SMILES: [C:28]([BH3-:29])#[N:30].[C:9]([CH3:10])([CH3:11])([CH3:12])[O:13][C:14](=[O:15])[N:16]1[CH2:17][CH:18]([OH:23])[CH:19]([NH2:22])[CH2:20][CH2:21]1.[CH3:24][C:25](=[O:26])[OH:27].[CH3:32][CH2:33][OH:34].[CH:1](=[O:2])[c:3]1[cH:4][cH:5][cH:6][cH:7][cH:8]1.[Na+:31]>>[CH2:1]([c:3]1[cH:4][cH:5][cH:6][cH:7][cH:8]1)[NH:22][CH:19]1[CH:18]([OH:23])[CH2:17][N:16]([C:14]([O:13][C:9]([CH3:10])([CH3:11])[CH3:12])=[O:15])[CH2:21][CH2:20]1. The reactants are C1CCNC1, COc1ccc(S(=O)(=O)N2C(=O)C(c3cc(CC=O)ccc3OC)(N3CC(O)CC3C(=O)N(C)C)c3cc(Cl)ccc32)c(OC(F)(F)F)c1. Product: COc1ccc(S(=O)(=O)N2C(=O)C(c3cc(CCN4CCCC4)ccc3OC)(N3CC(O)CC3C(=O)N(C)C)c3cc(Cl)ccc32)c(OC(F)(F)F)c1. RXN SMILES: [CH2:50]1[CH2:51][CH2:52][NH:53][CH2:54]1.[Cl:1][c:2]1[cH:3][c:4]2[c:8]([cH:9][cH:10]1)[N:7]([S:11](=[O:12])(=[O:13])[c:14]1[c:15]([O:22][C:23]([F:24])([F:25])[F:26])[cH:16][c:17]([O:20][CH3:21])[cH:18][cH:19]1)[C:6](=[O:27])[C:5]2([c:28]1[c:29]([O:37][CH3:38])[cH:30][cH:31][c:32]([CH2:34][CH:35]=[O:36])[cH:33]1)[N:39]1[CH:40]([C:41](=[O:42])[N:43]([CH3:44])[CH3:45])[CH2:46][CH:47]([OH:49])[CH2:48]1>>[Cl:1][c:2]1[cH:3][c:4]2[c:8]([cH:9][cH:10]1)[N:7]([S:11](=[O:12])(=[O:13])[c:14]1[c:15]([O:22][C:23]([F:24])([F:25])[F:26])[cH:16][c:17]([O:20][CH3:21])[cH:18][cH:19]1)[C:6](=[O:27])[C:5]2([c:28]1[c:29]([O:37][CH3:38])[cH:30][cH:31][c:32]([CH2:34][CH2:35][N:53]2[CH2:52][CH2:51][CH2:50][CH2:54]2)[cH:33]1)[N:39]1[CH:40]([C:41](=[O:42])[N:43]([CH3:44])[CH3:45])[CH2:46][CH:47]([OH:49])[CH2:48]1. Reactants: COC(CCOC1=C(C=C(N)C=C1)C(F)(F)F)(C)C (4-(3-methoxy-3-methylbutoxy)-3-(trifluoromethyl)aniline), C([O-])([O-])=O.[K+].[K+] (potassium carbonate), ClC(=O)OC1=CC=CC=C1 (phenyl chloroformate). The solvent is O1CCCC1 (tetrahydrofuran). Reaction conditions: time 8 hour. Product: COC(CCOC1=C(C=C(C=C1)NC(OC1=CC=CC=C1)=O)C(F)(F)F)(C)C (phenyl 4-(3-methoxy-3-methylbutoxy)-3-(trifluoromethyl)-phenylcarbamate). Reaction SMILES: [CH3:1][O:2][C:3]([CH3:19])([CH3:18])[CH2:4][CH2:5][O:6][C:7]1[CH:13]=[CH:12][C:10]([NH2:11])=[CH:9][C:8]=1[C:14]([F:17])([F:16])[F:15].C(=O)([O-])[O-].[K+].[K+].Cl[C:27]([O:29][C:30]1[CH:35]=[CH:34][CH:33]=[CH:32][CH:31]=1)=[O:28]>O1CCCC1>[CH3:1][O:2][C:3]([CH3:19])([CH3:18])[CH2:4][CH2:5][O:6][C:7]1[CH:13]=[CH:12][C:10]([NH:11][C:27](=[O:28])[O:29][C:30]2[CH:35]=[CH:34][CH:33]=[CH:32][CH:31]=2)=[CH:9][C:8]=1[C:14]([F:16])([F:15])[F:17] |f:1.2.3|. Reported procedure: According to the procedure described in Example 113B, 4-(3-methoxy-3-methylbutoxy)-3-(trifluoromethyl)aniline (490 mg, 1.77 mmoles) was dissolved in 20 mL of dry tetrahydrofuran. To this solution was added potassium carbonate (318 mg, 2.30 mmoles) followed by phenyl chloroformate (360 mg, 2.30 mmoles). The mixture was stirred overnight at room temperature, then purified with silica gel chromatography (using a gradient of 0-30% ethyl acetate/hexanes) to afford phenyl 4-(3-methoxy-3-methylbutoxy)-...